Dataset: the Open Reaction Database (ORD), a public repository of structured organic reaction records. Task: describe an organic reaction: reactants, conditions, products, and yield The reactants are C(C)OC(C1=C(N=C(C(=C1NCCCC)[N+](=O)[O-])NCC(C)C)C)=O (butylamino-6-(2-methylpropyl)amino-2-methyl-5-nitronicotinic acid ethyl ester), [H][H] (hydrogen). Reagents/catalysts: [Pd] (palladium on charcoal). Run in C(CCC)O (butyl alcohol). The product is C(C)OC(C1=C(N=C(C(=C1NCCCC)N)NCC(C)C)C)=O (5-Amino-4-butylamino-6-(2-methylpropyl)amino-2-methylnicotinic acid ethyl ester). Reaction SMILES: [CH2:1]([O:3][C:4](=[O:25])[C:5]1[C:10]([NH:11][CH2:12][CH2:13][CH2:14][CH3:15])=[C:9]([N+:16]([O-])=O)[C:8]([NH:19][CH2:20][CH:21]([CH3:23])[CH3:22])=[N:7][C:6]=1[CH3:24])[CH3:2].[H][H]>[Pd].C(O)CCC>[CH2:1]([O:3][C:4](=[O:25])[C:5]1[C:10]([NH:11][CH2:12][CH2:13][CH2:14][CH3:15])=[C:9]([NH2:16])[C:8]([NH:19][CH2:20][CH:21]([CH3:23])[CH3:22])=[N:7][C:6]=1[CH3:24])[CH3:2]. Procedure details: 17.6 g. of butylamino-6-(2-methylpropyl)amino-2-methyl-5-nitronicotinic acid ethyl ester (0.05 mol.) are dissolved in 100 ml. of butyl alcohol. 200 mg. of palladium on charcoal are added and the mixture is hydrogenated at 80° until the theoretical amount of hydrogen has been absorbed. The catalyst is filtered off and the mixture evaporated to dryness. The resulting oil, 5-amino-4-butylamino-6-(2-methylpropyl)amino-2-methylnicotinic acid ethyl ester, is used without further purification. Reactants: CN1N(C(C(=C1C)C(=O)NC1=C(C=C(OC2=CC(=NC=C2)C(=O)N)C=C1)F)=O)C1=CC=CC=C1 (4-(4-(1,5-dimethyl-3-oxo-2-phenyl-2,3-dihydro-1H-pyrazole-4-carboxamido)-3-fluorophenoxy)picolinamide), CC#N (CH3CN), O (H2O), C(C)(=O)OI(OC(C)=O)C1=CC=CC=C1 (PhI(OAc)2). Yields the product NC1=NC=CC(=C1)OC1=CC(=C(C=C1)NC(=O)C=1C(N(N(C1C)C)C1=CC=CC=C1)=O)F (N-(4-((2-aminopyridin-4-yl)oxy)-2-fluorophenyl)-1,5-dimethyl-3-oxo-2-phenyl-2,3-dihydro-1H-pyrazole-4-carboxamide). As a reaction SMILES: [CH3:1][N:2]1[C:6]([CH3:7])=[C:5]([C:8]([NH:10][C:11]2[CH:26]=[CH:25][C:14]([O:15][C:16]3[CH:21]=[CH:20][N:19]=[C:18](C(N)=O)[CH:17]=3)=[CH:13][C:12]=2[F:27])=[O:9])[C:4](=[O:28])[N:3]1[C:29]1[CH:34]=[CH:33][CH:32]=[CH:31][CH:30]=1.CC#[N:37].O.C(OI(C1C=CC=CC=1)OC(=O)C)(=O)C>CCOC(C)=O>[NH2:37][C:18]1[CH:17]=[C:16]([O:15][C:14]2[CH:25]=[CH:26][C:11]([NH:10][C:8]([C:5]3[C:4](=[O:28])[N:3]([C:29]4[CH:30]=[CH:31][CH:32]=[CH:33][CH:34]=4)[N:2]([CH3:1])[C:6]=3[CH3:7])=[O:9])=[C:12]([F:27])[CH:13]=2)[CH:21]=[CH:20][N:19]=1. Isolated yield 17.3%. The solvent is CCOC(=O)C (EtOAc). Conditions: temperature 0 celsius, time 30 minute. Procedure details: A solution of 4-(4-(1,5-dimethyl-3-oxo-2-phenyl-2,3-dihydro-1H-pyrazole-4-carboxamido)-3-fluorophenoxy)picolinamide (370 mg (a little wet), 0.746 mmol) in EtOAc (4.5 mL), CH3CN (4.5 mL) and H2O (2.5 mL) was cooled and stirred at 0° C. for 30 minutes and then PhI(OAc)2 (288 mg, 0.895 mmol) was added. The resulted mixture was stirred at 0° C. for another 30 minutes, then warmed up to rt and stirred for 7 hours. The mixture was filtered and the filter cake was washed with EtOAc (5 mL). The filtrate... Reactants: CC(C)CC(=O)Cl, CN(C)C=O, Nc1ccc(CNC=C2C(=O)NC(=O)c3ccccc32)cc1, c1ccncc1. The product is CC(C)CC(=O)Nc1ccc(CNC=C2C(=O)NC(=O)c3ccccc32)cc1. RXN SMILES: [C:23]([CH2:24][CH:25]([CH3:26])[CH3:27])(=[O:28])[Cl:29].[CH3:36][N:37]([CH3:38])[CH:39]=[O:40].[NH2:1][c:2]1[cH:3][cH:4][c:5]([CH2:6][NH:7][CH:8]=[C:9]2[C:10](=[O:20])[NH:11][C:12](=[O:19])[c:13]3[cH:14][cH:15][cH:16][cH:17][c:18]32)[cH:21][cH:22]1.[cH:30]1[cH:31][cH:32][n:33][cH:34][cH:35]1>>[NH:1]([c:2]1[cH:3][cH:4][c:5]([CH2:6][NH:7][CH:8]=[C:9]2[C:10](=[O:20])[NH:11][C:12](=[O:19])[c:13]3[cH:14][cH:15][cH:16][cH:17][c:18]32)[cH:21][cH:22]1)[C:23]([CH2:24][CH:25]([CH3:26])[CH3:27])=[O:28]. Starting materials: C(=O)([O-])[O-].[K+].[K+] (K2CO3), CO (MeOH), CC1=NNC2=CC=C(C=C12)C#C[Si](C)(C)C (3-Methyl-5-(2-(trimethylsilyl)ethynyl)-1H-indazole). Run in C1CCOC1 (THF). Conditions: time 1 hour. Product: C(#C)C=1C=C2C(=NNC2=CC1)C (5-Ethynyl-3-methyl-1H-indazole). Yield: 90.1%. Reaction SMILES: [CH3:1][C:2]1[C:10]2[C:5](=[CH:6][CH:7]=[C:8]([C:11]#[C:12][Si](C)(C)C)[CH:9]=2)[NH:4][N:3]=1.C([O-])([O-])=O.[K+].[K+].CO>C1COCC1>[C:11]([C:8]1[CH:9]=[C:10]2[C:5](=[CH:6][CH:7]=1)[NH:4][N:3]=[C:2]2[CH3:1])#[CH:12] |f:1.2.3|. Procedure: 3-Methyl-5-(2-(trimethylsilyl)ethynyl)-1H-indazole (820 mg, 3.55 mmol) was dissolved in 20 mL THF and K2CO3 (4.9 g, 35.5 mmol) and 200 mL MeOH were added. The mixture was stirred for 1 hour at room temperature, filtered and evaporated. The mixture was purified via glass column chromatography (35% EtOAc in hexane) and the title compound (500 mg, 3.2 mmol) was obtained as a light yellow solid. LCMS (API-ES) m/z (%): 157.0 (100%, M++H). The reactants are O=C(Cl)c1ccc(S(=O)(=O)Cl)cc1, ClCCl, NCCc1ccc(F)cc1. The product is O=C(NCCc1ccc(F)cc1)c1ccc(S(=O)(=O)Cl)cc1. Reaction SMILES: [Cl:1][S:2](=[O:3])(=[O:4])[c:5]1[cH:6][cH:7][c:8]([C:9](=[O:10])[Cl:11])[cH:12][cH:13]1.[Cl:24][CH2:25][Cl:26].[F:14][c:15]1[cH:16][cH:17][c:18]([CH2:19][CH2:20][NH2:21])[cH:22][cH:23]1>>[Cl:1][S:2](=[O:3])(=[O:4])[c:5]1[cH:6][cH:7][c:8]([C:9](=[O:10])[NH:21][CH2:20][CH2:19][c:18]2[cH:17][cH:16][c:15]([F:14])[cH:23][cH:22]2)[cH:12][cH:13]1. Starting materials: C(C)(C)(C)OC(=O)N1CC(CC1)NC(=O)C=1SC=CC1NC1=C2C(=NC=C1)NC=C2 (3-{[3-(1H-Pyrrolo[2,3-b]pyridin-4-ylamino)-thiophene-2-carbonyl]-amino}-pyrrolidine-1-carboxylic acid tert-butyl ester), NC(CNC(OC(C)(C)C)=O)C1=CC=C(C=C1)C(F)(F)F (tert-butyl [2-amino-2-(4-trifluoromethylphenyl)ethyl]carbamate). Product: NCC(C1=CC=C(C=C1)C(F)(F)F)NC(=O)C=1SC=CC1NC1=C2C(=NC=C1)NC=C2 (3-(1H-Pyrrolo[2,3-b]pyridin-4-ylamino)-thiophene-2-carboxylic acid [2-amino-1-(4-trifluoromethyl-phenyl)-ethyl]-amide). As a reaction SMILES: C(OC([N:8]1[CH2:12][CH2:11][CH:10]([NH:13][C:14]([C:16]2[S:17][CH:18]=[CH:19][C:20]=2[NH:21][C:22]2[CH:27]=[CH:26][N:25]=[C:24]3[NH:28][CH:29]=[CH:30][C:23]=23)=[O:15])[CH2:9]1)=O)(C)(C)C.NC(C1C=[CH:46][C:45]([C:48]([F:51])([F:50])[F:49])=[CH:44][CH:43]=1)CNC(=O)OC(C)(C)C>>[NH2:8][CH2:9][CH:10]([NH:13][C:14]([C:16]1[S:17][CH:18]=[CH:19][C:20]=1[NH:21][C:22]1[CH:27]=[CH:26][N:25]=[C:24]2[NH:28][CH:29]=[CH:30][C:23]=12)=[O:15])[C:11]1[CH:43]=[CH:44][C:45]([C:48]([F:51])([F:50])[F:49])=[CH:46][CH:12]=1. Reported procedure: This compound was prepared in an analogous manner as 3-{[3-(1H-Pyrrolo[2,3-b]pyridin-4-ylamino)-thiophene-2-carbonyl]-amino}-pyrrolidine-1-carboxylic acid tert-butyl ester using tert-butyl [2-amino-2-(4-trifluoromethylphenyl)ethyl]carbamate instead of 1-BOC-3-aminopyrrolidine. LCMS (ESI) 446 (M+H) 1H NMR (400 MHz, DMSO-d6) δ ppm 12.48 (1H, br. s.) 10.92 (1H, s) 9.40 (1H, d, J=8.00 Hz) 8.28 (3H, br. s.) 8.01 (1H, d, J=6.83 Hz) 7.95 (1H, d, J=5.27 Hz) 7.53-7.58 (2H, m) 7.47-7.52 (2H, m) 7.43 (1H, ... Reactants: C(C)C1=CC=C(C=C1)CCC(=O)O (3-(4-ethylphenyl)propanoic acid), O (water). The solvent is CS(=O)(=O)O.O=P12OP3(=O)OP(=O)(O1)OP(=O)(O2)O3 (Eaton's reagent). Reaction conditions: temperature 50 celsius, time 3 hour. Yields the product C(C)C1=CC=C2CCC(C2=C1)=O (6-ethyl-1-indanone). As a reaction SMILES: [CH2:1]([C:3]1[CH:8]=[CH:7][C:6]([CH2:9][CH2:10][C:11]([OH:13])=O)=[CH:5][CH:4]=1)[CH3:2].O>CS(O)(=O)=O.O=P12OP3(OP(OP(O3)(O1)=O)(=O)O2)=O>[CH2:1]([C:3]1[CH:4]=[C:5]2[C:6]([CH2:9][CH2:10][C:11]2=[O:13])=[CH:7][CH:8]=1)[CH3:2] |f:2.3|. Procedure details: A 13.0 g sample of 3-(4-ethylphenyl)propanoic acid was dissolved in 125 g of Eaton's reagent and the mixture was heated at 50° C. with stirring for 3 hours. The resulting mixture was cooled and poured into water. The mixture obtained was extracted with ethyl acetate and the organic extract was dried over sodium sulfate and concentrated by evaporation under reduced pressure. The residue was distilled and the 7.8 g colorless liquid fraction boiling at 95°-100° C. under 0.5 mm Hg (66 Pascals) press... Reactants: [OH-].[Na+] (sodium hydroxide), [OH-].[Na+] (sodium hydroxide), C(C(=C)C)(=O)Cl (methacrylic chloride), [N+](=O)([O-])C1=CC=CC=C1 (nitrobenzene), NCC(=O)O (glycine), Cl (hydrochloric acid). Run in C(C)#N (acetonitrile), O (water), C(C)#N (acetonitrile), O (water). Conditions: temperature 0 celsius. The product is C(C(=C)C)(=O)NCC(=O)O (N-methacryloyl glycine). The yield is 40.9%. Reaction SMILES: [OH-].[Na+].[N+](C1C=CC=CC=1)([O-])=O.[NH2:12][CH2:13][C:14]([OH:16])=[O:15].[C:17](Cl)(=[O:21])[C:18]([CH3:20])=[CH2:19].Cl>O.C(#N)C>[C:17]([NH:12][CH2:13][C:14]([OH:16])=[O:15])(=[O:21])[C:18]([CH3:20])=[CH2:19] |f:0.1|. Procedure details: In a mixture composed of 80 g (2.0 mol) of sodium hydroxide, 400 ml of water and 4 ml of nitrobenzene was dissolved with stirring 150 g (2.0 mol) of glycine and the mixture was cooled to 0° C. To the aqueous solution, there were simultaneously added dropwise 230 g (2.2 mol) of methacrylic chloride and an aqueous solution containing 96 g (2.4 mol) of sodium hydroxide dissolved in 200 ml of water. After the completion of the reaction, 800 ml of acetonitrile was added to the reaction solution and t... As a reaction SMILES: C(N1C=CN=C1)(N1C=CN=C1)=O.[CH:13]1([C:22]([OH:24])=O)[C:21]2[C:16](=[CH:17][CH:18]=[CH:19][CH:20]=2)[CH2:15][CH2:14]1.[F:25][C:26]1[CH:40]=[CH:39][C:29]2[C:30]([CH:33]3[CH2:38][CH2:37][NH:36][CH2:35][CH2:34]3)=[N:31][O:32][C:28]=2[CH:27]=1>ClCCl>[F:25][C:26]1[CH:40]=[CH:39][C:29]2[C:30]([CH:33]3[CH2:34][CH2:35][N:36]([C:22]([CH:13]4[C:21]5[C:16](=[CH:17][CH:18]=[CH:19][CH:20]=5)[CH2:15][CH2:14]4)=[O:24])[CH2:37][CH2:38]3)=[N:31][O:32][C:28]=2[CH:27]=1. Yields the product FC1=CC2=C(C(=NO2)C2CCN(CC2)C(=O)C2CCC3=CC=CC=C23)C=C1 (6-Fluoro-3-[1-(1-indanylcarbonyl)-4-piperidyl]-1,2-benzisoxazole). Reactants: C(=O)(N1C=NC=C1)N1C=NC=C1 (carbonyldiimidazole), C1(CCC2=CC=CC=C12)C(=O)O (1-indanecarboxylic acid), FC1=CC2=C(C(=NO2)C2CCNCC2)C=C1 (6-fluoro-3-piperid-4-yl-1,2-benzisoxazole). Procedure details: 4.2 g of carbonyldiimidazole are added to 3.7 g of 1-indanecarboxylic acid (Synthesis (1987) 845) dissolved in 15 ml of dichloromethane. After stirring for 1 hour 30 minutes at room temperature, 5 g of 6-fluoro-3-piperid-4-yl-1,2-benzisoxazole, dissolved in 10 ml of dichloromethane, are added. The mixture is stirred for 48 hours at room temperature and then concentrated to dryness and the residue is extracted with ethyl acetate. The organic phase is washed with hydrochloric acid, then with sodiu... Run in ClCCl (dichloromethane), ClCCl (dichloromethane). Run at time 30 minute.